From a dataset of the Open Reaction Database (ORD), a public repository of structured organic reaction records. describe an organic reaction: reactants, conditions, products, and yield Reactants: [BH4-], COc1ccc(C(=O)c2sccc2OC2OC(CO)C(O)C(O)C2O)cc1, CO, ClCCl, N, [Na+], O. Product: COc1ccc(C(O)c2sccc2OC2OC(CO)C(O)C(O)C2O)cc1. RXN SMILES: [BH4-:28].[CH3:1][O:2][c:3]1[cH:4][cH:5][c:6]([C:9](=[O:10])[c:11]2[s:12][cH:13][cH:14][c:15]2[O:16][CH:17]2[O:18][CH:19]([CH2:26][OH:27])[CH:20]([OH:25])[CH:21]([OH:24])[CH:22]2[OH:23])[cH:7][cH:8]1.[CH3:34][OH:35].[Cl:30][CH2:31][Cl:32].[NH3:33].[Na+:29].[OH2:36]>>[CH3:1][O:2][c:3]1[cH:4][cH:5][c:6]([CH:9]([OH:10])[c:11]2[s:12][cH:13][cH:14][c:15]2[O:16][CH:17]2[O:18][CH:19]([CH2:26][OH:27])[CH:20]([OH:25])[CH:21]([OH:24])[CH:22]2[OH:23])[cH:7][cH:8]1. The reactants are Cl.NO (Hydroxylamine hydrochloride), C(C)(=O)[O-].[Na+] (sodium acetate), C(C)(=O)OC1=C(C=C(C=CC=O)C=C1)OC (4-Acetoxy-3-methoxycinnamaldehyde). Run in CO (methanol). Run at temperature 0 celsius, time 1 hour. Yields the product C(C)(=O)OC1=C(C=C(C=CC=NO)C=C1)OC (4-acetoxy-3-methoxycinnamaldehyde oxime). Yield: 67.9%. Reaction SMILES: [C:1]([O:4][C:5]1[CH:14]=[CH:13][C:8]([CH:9]=[CH:10][CH:11]=O)=[CH:7][C:6]=1[O:15][CH3:16])(=[O:3])[CH3:2].Cl.[NH2:18][OH:19].C([O-])(=O)C.[Na+]>CO>[C:1]([O:4][C:5]1[CH:14]=[CH:13][C:8]([CH:9]=[CH:10][CH:11]=[N:18][OH:19])=[CH:7][C:6]=1[O:15][CH3:16])(=[O:3])[CH3:2] |f:1.2,3.4|. Reported procedure: 4-Acetoxy-3-methoxycinnamaldehyde (2.0 g, 9.1×10-3M) is dissolved in methanol (100 ml) and cooled to 0° C. with an ice/water bath. Hydroxylamine hydrochloride (0.8 g, 1.2×10-2M) is added with sodium acetate (0.97 g, 1.2×10-2M) and stirred for one hour. The reaction mixture is concentrated to near dryness, and redissolved in ethyl acetate (150 ml). The residual organics are washed twice with water dried over sodium sulfate, filtered, evaporated to dryness, and chromatographed on flash silica usin... Reactants: COC(=O)C=1C=CC(=CC1)O (methyl p-hydroxybenzoate), ester, Br (hydrobromic acid), hydroxyl ethyl, C1(OCCO1)=O (ethylene carbonate). Product: BrCCOC1=C(C(=O)O)C=CC=C1 (2-bromoethyloxybenzoic acid). As a reaction SMILES: C[O:2][C:3]([C:5]1[CH:6]=[CH:7][C:8](O)=[CH:9][CH:10]=1)=[O:4].C1(=O)O[CH2:15][CH2:14][O:13]1.[BrH:18]>>[Br:18][CH2:15][CH2:14][O:13][C:10]1[CH:9]=[CH:8][CH:7]=[CH:6][C:5]=1[C:3]([OH:2])=[O:4]. Procedure details: The composition below was prepared, filtered through a polypropylene filter having a pore size of 0.2 μm, and the filtrate was used as coating liquids LC-2 for forming the optically anisotropic layer. LC-2-1 was synthesized according to a method described in Japanese Laid-Open Patent Publication “Tokkaihei” No. 2001-166147. LC-2-2 was synthesized by dissolving a commercial hydroxyethyl methacrylate, acrylic acid, and M5610 (product of Daikin Industries, Ltd.) in a ratio by weight of 15/5/80 into... Reactants: hydrochloride salt, [N+](=O)([O-])C1=CC=C(C=C1)N=C=O (p-nitrophenylisocyanate), N=C1N(CCCC1)C (2-imino-1-methylpiperidine). The solvent is C1=CC=CC=C1 (benzene), C1=CC=CC=C1 (benzene). Run at time 6 hour. The product is CN1C(CCCC1)=NC(=O)NC1=CC=C(C=C1)[N+](=O)[O-] (1-(1-methyl-2-piperidylidene)-3-(4-nitrophenyl)urea). Reaction SMILES: [NH:1]=[C:2]1[CH2:7][CH2:6][CH2:5][CH2:4][N:3]1[CH3:8].[N+:9]([C:12]1[CH:17]=[CH:16][C:15]([N:18]=[C:19]=[O:20])=[CH:14][CH:13]=1)([O-:11])=[O:10]>C1C=CC=CC=1>[CH3:8][N:3]1[CH2:4][CH2:5][CH2:6][CH2:7][C:2]1=[N:1][C:19]([NH:18][C:15]1[CH:14]=[CH:13][C:12]([N+:9]([O-:11])=[O:10])=[CH:17][CH:16]=1)=[O:20]. Procedure details: The hydrochloride salt of 2-imino-1-methylpiperidine (7.43 g.; 0.05 mole) is converted to the free base in benzene in the usual manner. After drying over K 2 CO 3 and filtering, a benzene solution of 0.05 mole of p-nitrophenylisocyanate is added dropwise with stirring. After addition is complete, further stirring is continued for about 6 hours at room temperature. The benzene is evaporated in vacuo and the solid residue is recrystallized from methanol to give the product, 1-(1-methyl-2-piperidyl... Reactants: BrCCCBr, C=CCc1cc(F)ccc1O, [Na+], [OH-], O. The product is C=CCc1cc(F)ccc1OCCCBr. As a reaction SMILES: [Br:12][CH2:13][CH2:14][CH2:15][Br:16].[CH2:1]([CH:2]=[CH2:3])[c:4]1[c:5]([OH:11])[cH:6][cH:7][c:8]([F:10])[cH:9]1.[Na+:18].[OH-:17].[OH2:19]>>[CH2:1]([CH:2]=[CH2:3])[c:4]1[c:5]([O:11][CH2:15][CH2:14][CH2:13][Br:12])[cH:6][cH:7][c:8]([F:10])[cH:9]1.